From a dataset of the Open Reaction Database (ORD), a public repository of structured organic reaction records. describe an organic reaction: reactants, conditions, products, and yield The reactants are C(C)S(=O)(=O)C1=C(C=C2C(C(=CN(C2=N1)CCF)C(=O)OCC)=O)F (ethyl 7-ethylsulfonyl-6-fluoro-1-(2-fluoroethyl)-1,4-dihydro-4-oxo-1,8-naphthyridine-3-carboxylate), CN(C1CNCC1)C (3-dimethylaminopyrrolidine). Yields the product CN(C1CN(CC1)C1=C(C=C2C(C(=CN(C2=N1)CCF)C(=O)O)=O)F)C (7-(3-dimethylamino-1-pyrrolidinyl)-6-fluoro-1-(2-fluoroethyl)-1,4-dihydro-4-oxo-1,8-naphthyridine-3-carboxylic acid). Reaction SMILES: C(S([C:6]1[N:15]=[C:14]2[C:9]([C:10](=[O:24])[C:11]([C:19]([O:21]CC)=[O:20])=[CH:12][N:13]2[CH2:16][CH2:17][F:18])=[CH:8][C:7]=1[F:25])(=O)=O)C.[CH3:26][N:27]([CH3:33])[CH:28]1[CH2:32][CH2:31][NH:30][CH2:29]1>>[CH3:26][N:27]([CH3:33])[CH:28]1[CH2:32][CH2:31][N:30]([C:6]2[N:15]=[C:14]3[C:9]([C:10](=[O:24])[C:11]([C:19]([OH:21])=[O:20])=[CH:12][N:13]3[CH2:16][CH2:17][F:18])=[CH:8][C:7]=2[F:25])[CH2:29]1. Reported procedure: The same reaction as in Example 4 was carried out using ethyl 7-ethylsulfonyl-6-fluoro-1-(2-fluoroethyl)-1,4-dihydro-4-oxo-1,8-naphthyridine-3-carboxylate and 3-dimethylaminopyrrolidine as starting materials. There was obtained the compound 5, m.p. 247°-249° C. Reactants: C(=O)(OCC)CCCCC1C(CCC1)=O (2-(4-carbethoxybutyl)cyclopentan-1-one), C(C)(=O)OC(C)=O (acetic anhydride), O.C1(=CC=C(C=C1)S(=O)(=O)O)C (p-toluenesulfonic acid monohydrate). Yields the product C(C)(=O)OC1=C(CCC1)CCCCC(=O)OCC (1-acetoxy-2-(4-carbethoxybutyl)cyclopent-1-ene). RXN SMILES: [C:1]([CH2:6][CH2:7][CH2:8][CH2:9][CH:10]1[CH2:14][CH2:13][CH2:12][C:11]1=[O:15])([O:3][CH2:4][CH3:5])=[O:2].[C:16](OC(=O)C)(=[O:18])[CH3:17].O.C1(C)C=CC(S(O)(=O)=O)=CC=1>>[C:16]([O:15][C:11]1[CH2:12][CH2:13][CH2:14][C:10]=1[CH2:9][CH2:8][CH2:7][CH2:6][C:1]([O:3][CH2:4][CH3:5])=[O:2])(=[O:18])[CH3:17] |f:2.3|. Procedure details: In the manner described in Example 13, treatment of 2-(4-carbethoxybutyl)cyclopentan-1-one (Example 3) with acetic anhydride and p-toluenesulfonic acid monohydrate gives a yellow oil, b.p. 109°-110° C. (0.37 mm). Reactants: CS(=O)(=O)NC1=CC2=C(C(C=C(O2)C(=O)Cl)=O)C=C1OC1=CC=CC=C1 (7-Methylsulfonylamino-6-phenoxy-4H-1-benzopyran-4-one-2-carboxylic acid chloride), N (ammonia). Yields the product C(N)(=O)C=1OC2=C(C(C1)=O)C=C(C(=C2)NS(=O)(=O)C)OC2=CC=CC=C2 (2-carbamoyl-7-methylsulfonylamino-6-phenoxy-4H-1-benzopyran-4-one). Reaction SMILES: [CH3:1][S:2]([NH:5][C:6]1[C:19]([O:20][C:21]2[CH:26]=[CH:25][CH:24]=[CH:23][CH:22]=2)=[CH:18][C:9]2[C:10](=[O:17])[CH:11]=[C:12]([C:14](Cl)=[O:15])[O:13][C:8]=2[CH:7]=1)(=[O:4])=[O:3].[NH3:27]>>[C:14]([C:12]1[O:13][C:8]2[CH:7]=[C:6]([NH:5][S:2]([CH3:1])(=[O:4])=[O:3])[C:19]([O:20][C:21]3[CH:26]=[CH:25][CH:24]=[CH:23][CH:22]=3)=[CH:18][C:9]=2[C:10](=[O:17])[CH:11]=1)(=[O:15])[NH2:27]. Reported procedure: 7-Methylsulfonylamino-6-phenoxy-4H-1-benzopyran-4-one-2-carboxylic acid chloride was reacted with ammonia to obtain 2-carbamoyl-7-methylsulfonylamino-6-phenoxy-4H-1-benzopyran-4-one. Starting materials: Clc1c(Br)cnc2[nH]ccc12, C[O-], CC(C)(C)O, C[O-], Cl, [K+], [Li+], Cc1ccccc1C. The product is COc1c(Br)cnc2[nH]ccc12. RXN SMILES: [Br:7][c:8]1[c:9]([Cl:17])[c:10]2[c:11]([n:12][cH:13]1)[nH:14][cH:15][cH:16]2.[CH3:1][O-:2].[CH3:27][C:28]([OH:29])([CH3:30])[CH3:31].[CH3:4][O-:5].[ClH:18].[K+:3].[Li+:6].[c:19]1([CH3:20])[c:21]([CH3:22])[cH:23][cH:24][cH:25][cH:26]1>>[CH3:1][O:2][c:9]1[c:8]([Br:7])[cH:13][n:12][c:11]2[c:10]1[cH:16][cH:15][nH:14]2. The reactants are BrCC1=NC(=NC=C1C)C1=CC=C(C=C1)C(F)(F)F (4-bromomethyl-5-methyl-2-(4-trifluoromethylphenyl)pyrimidine), FC(C1=NNC=C1)(F)F (3-trifluoromethylpyrazole), C([O-])([O-])=O.[K+].[K+] (potassium carbonate). The solvent is C(C)#N (acetonitrile). Yields the product CC=1C(=NC(=NC1)C1=CC=C(C=C1)C(F)(F)F)CN1N=C(C=C1)C(F)(F)F (5-methyl-2-(4-trifluoromethylphenyl)-4-[3-(trifluoromethyl)-1H-pyrazol-1-yl]methylpyrimidine). Isolated yield 67.3%. Reaction SMILES: Br[CH2:2][C:3]1[C:8]([CH3:9])=[CH:7][N:6]=[C:5]([C:10]2[CH:15]=[CH:14][C:13]([C:16]([F:19])([F:18])[F:17])=[CH:12][CH:11]=2)[N:4]=1.[F:20][C:21]([F:28])([F:27])[C:22]1[CH:26]=[CH:25][NH:24][N:23]=1.C(=O)([O-])[O-].[K+].[K+]>C(#N)C>[CH3:9][C:8]1[C:3]([CH2:2][N:24]2[CH:25]=[CH:26][C:22]([C:21]([F:28])([F:27])[F:20])=[N:23]2)=[N:4][C:5]([C:10]2[CH:15]=[CH:14][C:13]([C:16]([F:19])([F:18])[F:17])=[CH:12][CH:11]=2)=[N:6][CH:7]=1 |f:2.3.4|. Procedure details: The title compound of Step C (0.7 g, 2 mmol), 3-trifluoromethylpyrazole (0.27 g, 2 mmol) and potassium carbonate (0.83 g, 6 mmol) were suspended in 10 mL of acetonitrile and heated to reflux for 1 h. The salts were filtered and the acetonitrile was removed under reduced pressure. The residue was purified by chromatography on silica gel eluting with hexanes/ethyl acetate (85:15) to afford 0.52 g of the title compound of Step D, a compound of this invention, as a white solid melting at 112-114° C....